Dataset: the Open Reaction Database (ORD), a public repository of structured organic reaction records. Task: describe an organic reaction: reactants, conditions, products, and yield Reactants: COC(=O)c1ccc(Br)cc1Cl, CN(C)C=O, C[S-], Cl, [Na+]. The product is COC(=O)c1ccc(SC)cc1Cl. As a reaction SMILES: [Br:4][c:5]1[cH:6][c:7]([Cl:15])[c:8]([C:9](=[O:10])[O:11][CH3:12])[cH:13][cH:14]1.[CH3:17][N:18]([CH3:19])[CH:20]=[O:21].[CH3:1][S-:2].[ClH:16].[Na+:3]>>[CH3:1][S:2][c:5]1[cH:6][c:7]([Cl:15])[c:8]([C:9](=[O:10])[O:11][CH3:12])[cH:13][cH:14]1.